This data is from the Open Reaction Database (ORD), a public repository of structured organic reaction records. The task is: describe an organic reaction: reactants, conditions, products, and yield Reactants: BrC=1C(=NC=CC1NC=C1C(OC(OC1=O)(C)C)=O)OC (5-[(3-Bromo-2-methoxy-pyridin-4-ylamino)-methylene]-2,2-dimethyl-[1,3]dioxane-4,6-dione), C1(=CC=CC=C1)OC1=CC=CC=C1 (diphenyl ether), crude product. Run in CCCCCC (hexane), CCCCCC (hexane). Run at temperature 250 celsius. The product is BrC=1C(=NC=C2C(C=CNC12)=O)OC (8-Bromo-7-methoxy-1H-[1,6]naphthyridin-4-one). Reaction SMILES: [Br:1][C:2]1[C:3]([O:20][CH3:21])=[N:4][CH:5]=[CH:6][C:7]=1[NH:8][CH:9]=[C:10]1[C:15](=[O:16])OC(C)(C)OC1=O.C1(OC2C=CC=CC=2)C=CC=CC=1>CCCCCC>[Br:1][C:2]1[C:3]([O:20][CH3:21])=[N:4][CH:5]=[C:6]2[C:7]=1[NH:8][CH:9]=[CH:10][C:15]2=[O:16]. Reported procedure: A two neck round bottomed flask equipped with an air condenser was charged with 5-[(3-Bromo-2-methoxy-pyridin-4-ylamino)-methylene]-2,2-dimethyl-[1,3]dioxane-4,6-dione (23 g, 64 mmol) and diphenyl ether (230 mL). The reaction mixture was heated at 250° C. for 30 min under nitrogen atmosphere after which it was cooled to RT, diluted with hexane and filtered to obtain a dark solid. The crude product was refluxed in hexane for 30 min and filtered to obtained 8-Bromo-7-methoxy-1H-[1,6]naphthyridin-4... The reactants are CCOC(C)=O, [H][H], O=[N+]([O-])c1ccc(-c2nc(-c3ccncc3)c(C(F)(F)F)o2)cc1. The product is Nc1ccc(-c2nc(-c3ccncc3)c(C(F)(F)F)o2)cc1. Reaction SMILES: [CH3:27][CH2:28][O:29][C:30](=[O:31])[CH3:32].[H:25][H:26].[N+:1]([O-:2])(=[O:3])[c:4]1[cH:5][cH:6][c:7](-[c:10]2[o:11][c:12]([C:21]([F:22])([F:23])[F:24])[c:13](-[c:15]3[cH:16][cH:17][n:18][cH:19][cH:20]3)[n:14]2)[cH:8][cH:9]1>>[NH2:1][c:4]1[cH:5][cH:6][c:7](-[c:10]2[o:11][c:12]([C:21]([F:22])([F:23])[F:24])[c:13](-[c:15]3[cH:16][cH:17][n:18][cH:19][cH:20]3)[n:14]2)[cH:8][cH:9]1. The reactants are C(C)OC(=O)C=1N=CC=2NC=3C=CC(=C(C3C2N1)Br)N (8-amino-9-bromo-5H-pyrimido[5,4-b]indole-2-carboxylic acid ethyl ester), N(=O)OCCC(C)C (isoamyl nitrite). Solvent: C(C)O (ethanol). Product: C(C)OC(=O)C=1N=CC=2NC=3C=CC=C(C3C2N1)Br (9-Bromo-5H-pyrimido[5,4-b]indole-2-carboxylic Acid Ethyl Ester). As a reaction SMILES: [CH2:1]([O:3][C:4]([C:6]1[N:7]=[CH:8][C:9]2[NH:10][C:11]3[CH:12]=[CH:13][C:14](N)=[C:15]([Br:19])[C:16]=3[C:17]=2[N:18]=1)=[O:5])[CH3:2].N(OCCC(C)C)=O>C(O)C>[CH2:1]([O:3][C:4]([C:6]1[N:7]=[CH:8][C:9]2[NH:10][C:11]3[CH:12]=[CH:13][CH:14]=[C:15]([Br:19])[C:16]=3[C:17]=2[N:18]=1)=[O:5])[CH3:2]. Procedure: A suspension of 1 g of 8-amino-9-bromo-5H-pyrimido[5,4-b]indole-2-carboxylic acid ethyl ester in 70 ml of ethanol is combined with 1.8 ml of isoamyl nitrite. The mixture is refluxed for one hour and then concentrated. Yield: 0.2 g of 9-bromo-5H-pyrimido[5,4-b]indole-2-carboxylic acid ethyl ester.